From a dataset of the Open Reaction Database (ORD), a public repository of structured organic reaction records. describe an organic reaction: reactants, conditions, products, and yield Reactants: S(=O)(=O)(O)[O-].[K+] (potassium hydrogen sulfate), O[C@@H](C(=O)O)COCC1=CC=C(C=C1)\C=C\CN1C(=CC=C1)C(C1=CC=C(C=C1)C)=O ((2R)-2-Hydroxy-3-[(4-{(1E)-3-[2-(4-methylbenzoyl)-1H-pyrrol-1-yl]prop-1-en-1-yl}benzyl)oxy]propionic acid), CI (methyl iodide), [H-].[Na+] (sodium hydride). Solvent: C1CCOC1 (THF). Conditions: time 30 minute. Product: CO[C@@H](C(=O)O)COCC1=CC=C(C=C1)\C=C\CN1C(=CC=C1)C(C1=CC=C(C=C1)C)=O ((2R)-2-Methoxy-3 -[(4-{(1E)-3 -[2-(4-methylbenzoyl)-1H-pyrrol-1-yl]prop-1-en-1-yl}benzyl)oxy]propionic acid). RXN SMILES: [OH:1][C@H:2]([CH2:6][O:7][CH2:8][C:9]1[CH:14]=[CH:13][C:12](/[CH:15]=[CH:16]/[CH2:17][N:18]2[CH:22]=[CH:21][CH:20]=[C:19]2[C:23](=[O:31])[C:24]2[CH:29]=[CH:28][C:27]([CH3:30])=[CH:26][CH:25]=2)=[CH:11][CH:10]=1)[C:3]([OH:5])=[O:4].[H-].[Na+].[CH3:34]I.S([O-])(O)(=O)=O.[K+]>C1COCC1>[CH3:34][O:1][C@H:2]([CH2:6][O:7][CH2:8][C:9]1[CH:10]=[CH:11][C:12](/[CH:15]=[CH:16]/[CH2:17][N:18]2[CH:22]=[CH:21][CH:20]=[C:19]2[C:23](=[O:31])[C:24]2[CH:25]=[CH:26][C:27]([CH3:30])=[CH:28][CH:29]=2)=[CH:13][CH:14]=1)[C:3]([OH:5])=[O:4] |f:1.2,4.5|. Procedure details: The compound of Example 69-2 (24 mg, 0.05 mmol) was dissolved in THF (1 ml), and thereto was added sodium hydride (5 mg, 0.11 mmol) under ice-cooling. The mixture was warmed to room temperature, and stirred for 30 minutes, and thereto was added methyl iodide (15 mg, 0.11 mmol). The mixture was stirred at room temperature for 2 hours, and thereto was added a 5% aqueous potassium hydrogen sulfate solution, and the mixture was extracted with ethyl acetate. The organic layer was washed with saturate... Starting materials: ice water, BrCCCCCCCCCCBr (1,10-dibromodecane), OC1=CC=C(NC(C)=O)C=C1 (p-hydroxyacetanilide), [OH-].[Na+] (NaOH). Solvent: C(C)O (ethanol). The product is NC1=CC=C(OCCCCCCCCCCOC2=CC=C(C=C2)N)C=C1 (1,10-bis(p-aminophenoxy)decane). Reaction SMILES: Br[CH2:2][CH2:3][CH2:4][CH2:5][CH2:6][CH2:7][CH2:8][CH2:9][CH2:10][CH2:11]Br.[OH:13][C:14]1[CH:23]=[CH:22][C:17]([NH:18]C(=O)C)=[CH:16][CH:15]=1.[OH-:24].[Na+]>C(O)C>[NH2:18][C:17]1[CH:22]=[CH:23][C:14]([O:24][CH2:2][CH2:3][CH2:4][CH2:5][CH2:6][CH2:7][CH2:8][CH2:9][CH2:10][CH2:11][O:13][C:14]2[CH:15]=[CH:16][C:17]([NH2:18])=[CH:22][CH:23]=2)=[CH:15][CH:16]=1 |f:2.3|. Reported procedure: 30 g (0.1 mole) of 1,10-dibromodecane and 38 g (0.25 mole) of p-hydroxyacetanilide were heated under reflux for 8 hours in the presence of 12 g of NaOH using ethanol. After the reaction, the resulting mixture was poured into ice water and the precipitate formed was collected, followed by washing with heated ethanol. The remaining brown crystal without purification was added in a mixed solvent of 100 ml of conc. HCl and 200 ml of ethanol and the system was heated under reflux for 2 hours. A solid... Starting materials: ClC1=NC2=CC=C(C=C2N=C1C1=CC=C(C=C1)F)C(=O)OC (methyl 2-chloro-3-(4-fluorophenyl)quinoxaline-6-carboxylate), Cl.ClC1=CC=C(C=C1)C1CCNCC1 (4-(4-chlorophenyl)piperidine hydrochloride), C([O-])([O-])=O.[K+].[K+] (potassium carbonate). Run in CN(C=O)C (N,N-dimethylformamide). Run at temperature 100 celsius, time 8 hour. The product is ClC1=CC=C(C=C1)C1CCN(CC1)C1=NC2=CC=C(C=C2N=C1C1=CC=C(C=C1)F)C(=O)OC (Methyl 2-(4-(4-chlorophenyl)piperidin-1-yl)-3-(4-fluorophenyl)quinoxaline-6-carboxylate). As a reaction SMILES: Cl[C:2]1[C:11]([C:12]2[CH:17]=[CH:16][C:15]([F:18])=[CH:14][CH:13]=2)=[N:10][C:9]2[C:4](=[CH:5][CH:6]=[C:7]([C:19]([O:21][CH3:22])=[O:20])[CH:8]=2)[N:3]=1.Cl.[Cl:24][C:25]1[CH:30]=[CH:29][C:28]([CH:31]2[CH2:36][CH2:35][NH:34][CH2:33][CH2:32]2)=[CH:27][CH:26]=1.C(=O)([O-])[O-].[K+].[K+]>CN(C)C=O>[Cl:24][C:25]1[CH:30]=[CH:29][C:28]([CH:31]2[CH2:32][CH2:33][N:34]([C:2]3[C:11]([C:12]4[CH:17]=[CH:16][C:15]([F:18])=[CH:14][CH:13]=4)=[N:10][C:9]4[C:4](=[CH:5][CH:6]=[C:7]([C:19]([O:21][CH3:22])=[O:20])[CH:8]=4)[N:3]=3)[CH2:35][CH2:36]2)=[CH:27][CH:26]=1 |f:1.2,3.4.5|. Procedure details: Into a 10-mL sealed tube, was placed a solution of methyl 2-chloro-3-(4-fluorophenyl)quinoxaline-6-carboxylate (150 mg, 0.47 mmol, 1.00 equiv) in N,N-dimethylformamide (5 mL), 4-(4-chlorophenyl)piperidine hydrochloride (219 mg, 0.94 mmol, 2.00 equiv), potassium carbonate (326 mg, 2.36 mmol, 5.00 equiv). The resulting solution was stirred overnight at 100° C. in an oil bath. The reaction was then quenched by the addition of 20 mL of water. The resulting solution was extracted with dichloromethane... Reactants: FC1=CC=C(C=C1)C(CCN1CCC(CC1)C=1C=C(C=CC1)NC(C(C)C)=O)O (N-(3-{1-[3-(4-fluorophenyl)-3-hydroxypropyl]-4-piperidinyl}phenyl)-2-methylpropanamide), C(C)(=O)C=1C=C(C=CC1)O (3-acetylphenol). Yields the product C(C)(=O)C=1C=C(OC(CCN2CCC(CC2)C=2C=C(C=CC2)NC(C(C)C)=O)C2=CC=C(C=C2)F)C=CC1 (N-(3-{1-[3-(3-ACETYLPHENOXY)-3-(4-FLUOROPHENYL)PROPYL]-4-PIPERIDINYL}PHENYL)-2-METHYLPROPANAMIDE). Reaction SMILES: [F:1][C:2]1[CH:7]=[CH:6][C:5]([CH:8]([OH:29])[CH2:9][CH2:10][N:11]2[CH2:16][CH2:15][CH:14]([C:17]3[CH:18]=[C:19]([NH:23][C:24](=[O:28])[CH:25]([CH3:27])[CH3:26])[CH:20]=[CH:21][CH:22]=3)[CH2:13][CH2:12]2)=[CH:4][CH:3]=1.[C:30]([C:33]1[CH:34]=[C:35](O)[CH:36]=[CH:37][CH:38]=1)(=[O:32])[CH3:31]>>[C:30]([C:33]1[CH:38]=[C:37]([CH:36]=[CH:35][CH:34]=1)[O:29][CH:8]([C:5]1[CH:4]=[CH:3][C:2]([F:1])=[CH:7][CH:6]=1)[CH2:9][CH2:10][N:11]1[CH2:16][CH2:15][CH:14]([C:17]2[CH:18]=[C:19]([NH:23][C:24](=[O:28])[CH:25]([CH3:26])[CH3:27])[CH:20]=[CH:21][CH:22]=2)[CH2:13][CH2:12]1)(=[O:32])[CH3:31]. Procedure: Prepared by Procedure A and Scheme AN using N-(3-{1-[3-(4-fluorophenyl)-3-hydroxypropyl]-4-piperidinyl}phenyl)-2-methylpropanamide and 3-acetylphenol: ESMS m/e: 516.9 (M+H)+. As a reaction SMILES: Br[C:2]1[S:3][CH:4]=[CH:5][N:6]=1.[NH2:7][CH2:8][CH2:9][N:10]1[CH2:15][CH2:14][CH:13]([NH:16][C:17]2[N:21]([CH2:22][C:23]3[O:24][CH:25]=[CH:26][CH:27]=3)[C:20]3[CH:28]=[CH:29][CH:30]=[CH:31][C:19]=3[N:18]=2)[CH2:12][CH2:11]1.C(=O)([O-])[O-].[Na+].[Na+].[I-].[Na+]>O.CN(C)C(=O)C>[O:24]1[CH:25]=[CH:26][CH:27]=[C:23]1[CH2:22][N:21]1[C:20]2[CH:28]=[CH:29][CH:30]=[CH:31][C:19]=2[N:18]=[C:17]1[NH:16][CH:13]1[CH2:14][CH2:15][N:10]([CH2:9][CH2:8][NH:7][C:2]2[S:3][CH:4]=[CH:5][N:6]=2)[CH2:11][CH2:12]1 |f:2.3.4,5.6|. Reported procedure: A mixture of 2.7 parts of 2-bromothiazole, 5.1 parts of N-[1-(2-aminoethyl)-4-piperidinyl]-1-(2-furanylmethyl)-1H-benzimidazol-2-amine, 5 parts of sodium carbonate, 0.1 parts of sodium iodide and 9 parts of N,N-dimethylacetamide was stirred for 3 hours at about 140° C. Water was added and the product was extracted with 4-methyl-2-pentanone. The extract was dried, filtered and evaporated. The residue was purified by column chromatography over silica gel using a mixture of trichloromethane and met... Reactants: BrC=1SC=CN1 (2-bromothiazole), NCCN1CCC(CC1)NC1=NC2=C(N1CC=1OC=CC1)C=CC=C2 (N-[1-(2-aminoethyl)-4-piperidinyl]-1-(2-furanylmethyl)-1H-benzimidazol-2-amine), C([O-])([O-])=O.[Na+].[Na+] (sodium carbonate), [I-].[Na+] (sodium iodide). The product is O1C(=CC=C1)CN1C(=NC2=C1C=CC=C2)NC2CCN(CC2)CCNC=2SC=CN2 (1-(2-furanylmethyl)-N-[1-[2-(2-thiazolylamino)ethyl]-4-piperidinyl]-1H-benzimidazol-2-amine). Conditions: temperature 140 celsius, time 3 hour. Solvent: CN(C(C)=O)C (N,N-dimethylacetamide), O (Water). Reactants: C(C)OC(=C)C=1C=CC=2N(C1)C=C(N2)C(=O)NC2=CC=CC=C2 (6-(1-ethoxyvinyl)-N-phenylimidazo[1,2-a]pyridine-2-carboxamide), Cl (hydrochloric acid). The solvent is ClCCl (dichloromethane). Product: Cl.C(C)(=O)C=1C=CC=2N(C1)C=C(N2)C(=O)NC2=CC=CC=C2 (6-acetyl-N-phenylimidazo[1,2-a]pyridine-2-carboxamide hydrochloride). As a reaction SMILES: C([O:3][C:4]([C:6]1[CH:7]=[CH:8][C:9]2[N:10]([CH:12]=[C:13]([C:15]([NH:17][C:18]3[CH:23]=[CH:22][CH:21]=[CH:20][CH:19]=3)=[O:16])[N:14]=2)[CH:11]=1)=[CH2:5])C.[ClH:24]>ClCCl>[ClH:24].[C:4]([C:6]1[CH:7]=[CH:8][C:9]2[N:10]([CH:12]=[C:13]([C:15]([NH:17][C:18]3[CH:23]=[CH:22][CH:21]=[CH:20][CH:19]=3)=[O:16])[N:14]=2)[CH:11]=1)(=[O:3])[CH3:5] |f:3.4|. Procedure: A solution of 90 mg of 6-(1-ethoxyvinyl)-N-phenylimidazo[1,2-a]pyridine-2-carboxamide in 2 ml of dichloromethane is stirred at 20° C. for 18 hours with 1 ml of 2N hydrochloric acid. The solid is filtered off, washed with dichloromethane and then with diisopropyl ether, and dried to give 67 mg of 6-acetyl-N-phenylimidazo[1,2-a]pyridine-2-carboxamide hydrochloride (1:1) in the form of a white solid. Starting materials: CO, CN1Cc2c(C#N)ncn2-c2ccc(F)c(Cl)c2C1=O, Cl, NO, [Na]. The product is CN1Cc2c(C(N)=NO)ncn2-c2ccc(F)c(Cl)c2C1=O. Reaction SMILES: [CH3:25][OH:26].[Cl:2][c:3]1[c:4]([F:21])[cH:5][cH:6][c:7]2[c:8]1[C:9](=[O:20])[N:10]([CH3:19])[CH2:11][c:12]1[n:13]-2[cH:14][n:15][c:16]1[C:17]#[N:18].[ClH:22].[NH2:23][OH:24].[Na:1]>>[Cl:2][c:3]1[c:4]([F:21])[cH:5][cH:6][c:7]2[c:8]1[C:9](=[O:20])[N:10]([CH3:19])[CH2:11][c:12]1[n:13]-2[cH:14][n:15][c:16]1[C:17]([NH2:18])=[N:23][OH:24].